describe an organic reaction: reactants, conditions, products, and yield From a dataset of the Open Reaction Database (ORD), a public repository of structured organic reaction records. Yields the product BrC1=NC=CC=C1OCC(F)(F)F (2-bromo-3-(2,2,2-trifluoroethoxy)pyridine). Procedure details: A reactor vessel is charged with 3-amino-2-bromopyridine (2.0 g, 11.4 mmol), 2,2,2-trifluoroethanol (20 g, 200 mmol), and methanesulfonic acid (1.7 g, 18 mmol). The solution is heated to the range 65° C. to 70° C. and then t-butylnitrite (1.46 g of a 90% solution, 12.7 mmol) is added drop-wise to the vessel while maintaining the temperature at 55° C. to 70° C. After nitrogen evolution ceases, the solution is cooled, neutralized with aqueous saturated sodium bicarbonate solution and then extracte... Reactants: NC=1C(=NC=CC1)Br (3-amino-2-bromopyridine), FC(CO)(F)F (2,2,2-trifluoroethanol), CS(=O)(=O)O (methanesulfonic acid), C(C)(C)(C)ON=O (t-butylnitrite), solution, C([O-])(O)=O.[Na+] (sodium bicarbonate). RXN SMILES: N[C:2]1[C:3]([Br:8])=[N:4][CH:5]=[CH:6][CH:7]=1.[F:9][C:10]([F:14])([F:13])[CH2:11][OH:12].CS(O)(=O)=O.C(ON=O)(C)(C)C.C(=O)(O)[O-].[Na+]>>[Br:8][C:3]1[C:2]([O:12][CH2:11][C:10]([F:14])([F:13])[F:9])=[CH:7][CH:6]=[CH:5][N:4]=1 |f:4.5|.